Dataset: the Open Reaction Database (ORD), a public repository of structured organic reaction records. Task: describe an organic reaction: reactants, conditions, products, and yield Starting materials: O=C([O-])[O-], COC(=O)CS, CS(C)=O, CC(Cl)c1ccc(-c2ccccc2Cl)cc1, [K+], [K+], O. The product is COC(=O)CSC(C)c1ccc(-c2ccccc2Cl)cc1. RXN SMILES: [C:23](=[O:24])([O-:25])[O-:26].[CH3:17][O:18][C:19]([CH2:20][SH:21])=[O:22].[CH3:30][S:31](=[O:32])[CH3:33].[Cl:1][c:2]1[c:3](-[c:8]2[cH:9][cH:10][c:11]([CH:14]([CH3:15])[Cl:16])[cH:12][cH:13]2)[cH:4][cH:5][cH:6][cH:7]1.[K+:27].[K+:28].[OH2:29]>>[Cl:1][c:2]1[c:3](-[c:8]2[cH:9][cH:10][c:11]([CH:14]([CH3:15])[S:21][CH2:20][C:19]([O:18][CH3:17])=[O:22])[cH:12][cH:13]2)[cH:4][cH:5][cH:6][cH:7]1.